Dataset: the Open Reaction Database (ORD), a public repository of structured organic reaction records. Task: describe an organic reaction: reactants, conditions, products, and yield Reactants: CN(C)c1ccncc1, Cc1ccccc1C, COc1cc2nccc(Cl)c2cc1OC, O, CCOC(=O)c1cc2cc(O)ccc2[nH]1. The product is CCOC(=O)c1cc2cc(Oc3ccnc4cc(OC)c(OC)cc34)ccc2[nH]1. RXN SMILES: [CH3:32][N:33]([CH3:34])[c:35]1[cH:36][cH:37][n:38][cH:39][cH:40]1.[CH3:41][c:42]1[c:43]([CH3:44])[cH:45][cH:46][cH:47][cH:48]1.[Cl:1][c:2]1[cH:3][cH:4][n:5][c:6]2[cH:7][c:8]([O:14][CH3:15])[c:9]([O:12][CH3:13])[cH:10][c:11]12.[OH2:31].[OH:16][c:17]1[cH:18][c:19]2[cH:20][c:21]([C:26](=[O:27])[O:28][CH2:29][CH3:30])[nH:22][c:23]2[cH:24][cH:25]1>>[c:2]1([O:16][c:17]2[cH:18][c:19]3[cH:20][c:21]([C:26](=[O:27])[O:28][CH2:29][CH3:30])[nH:22][c:23]3[cH:24][cH:25]2)[cH:3][cH:4][n:5][c:6]2[cH:7][c:8]([O:14][CH3:15])[c:9]([O:12][CH3:13])[cH:10][c:11]12. The reactants are CCOC(=O)C=Cc1c(OC)c(=O)[nH]c2cc(Cl)ccc2c1=O, Cl, [Li+], C1CCOC1, [OH-], O, O. Product: CCOC(=O)C=Cc1c(O)c(=O)[nH]c2cc(Cl)ccc2c1=O. RXN SMILES: [Cl:1][c:2]1[cH:3][cH:4][c:5]2[c:6]([nH:7][c:8](=[O:22])[c:9]([O:20][CH3:21])[c:10]([CH:13]=[CH:14][C:15](=[O:16])[O:17][CH2:18][CH3:19])[c:11]2=[O:12])[cH:23]1.[ClH:27].[Li+:26].[O:28]1[CH2:29][CH2:30][CH2:31][CH2:32]1.[OH-:25].[OH2:24].[OH2:33]>>[Cl:1][c:2]1[cH:3][cH:4][c:5]2[c:6]([nH:7][c:8](=[O:22])[c:9]([OH:20])[c:10]([CH:13]=[CH:14][C:15](=[O:16])[O:17][CH2:18][CH3:19])[c:11]2=[O:12])[cH:23]1.